Task: describe an organic reaction: reactants, conditions, products, and yield. Dataset: the Open Reaction Database (ORD), a public repository of structured organic reaction records Starting materials: II (iodine), C1(=CC=CC=C1)S(=O)(=O)N1C=CC2=C(C(=CC=C12)OC)OC (1-benzenesulfonyl-4,5-dimethoxy-1H-indole), CN(C)CCN(C)C (TMEDA), [Li+].CC(C)[N-]C(C)C (LDA). Solvent: C1CCOC1 (THF), C1CCOC1 (THF). Conditions: time 45 minute. Yields the product C1(=CC=CC=C1)S(=O)(=O)N1C(=CC2=C(C(=CC=C12)OC)OC)I (1-benzenesulfonyl-2-iodo-4,5-dimethoxy-1H-indole). The yield is 98.9%. Reaction SMILES: [C:1]1([S:7]([N:10]2[C:18]3[C:13](=[C:14]([O:21][CH3:22])[C:15]([O:19][CH3:20])=[CH:16][CH:17]=3)[CH:12]=[CH:11]2)(=[O:9])=[O:8])[CH:6]=[CH:5][CH:4]=[CH:3][CH:2]=1.CN(CCN(C)C)C.[Li+].CC([N-]C(C)C)C.[I:39]I>C1COCC1>[C:1]1([S:7]([N:10]2[C:18]3[C:13](=[C:14]([O:21][CH3:22])[C:15]([O:19][CH3:20])=[CH:16][CH:17]=3)[CH:12]=[C:11]2[I:39])(=[O:8])=[O:9])[CH:2]=[CH:3][CH:4]=[CH:5][CH:6]=1 |f:2.3|. Procedure: To 541 mg (1.71 mmol) of the protected indole from step 1 in 20 mL dry THF at −20° C. was added 269 μL (1.8 mmol, 1.05 eq) TMEDA, then LDA (1.1 mL, 2.22 mmol, 1.3 eq) dropwise. The reaction was stirred for 45 minutes and iodine (879 mg, 3.42 mmol, 2 eq) in 4 mL THF was added slowly, and stirred an additional 45 minutes at −20° C. The reaction was then quenched with H2O, concentrated and partitioned with EtOAc and 2N Na2CO3 solution. The EtOAc layer was washed with H2O, aqueous NaCl, dried (MgSO4... Reaction SMILES: [CH:31]1([NH2:34])[CH2:32][CH2:33]1.[CH:35]([N:36]([CH2:37][CH3:38])[CH:39]([CH3:40])[CH3:41])([CH3:42])[CH3:43].[O:1]=[C:2]1[CH:3]2[N:4]([c:5]3[c:6]([cH:8][c:9]([CH2:12][N:13]4[CH2:14][CH2:15][N:16]([c:19]5[n:20][cH:21][c:22]([C:23](=[O:24])[OH:25])[cH:26][cH:27]5)[CH2:17][CH2:18]4)[cH:10][n:11]3)[NH:7]1)[CH2:28][CH2:29][CH2:30]2.[O:44]=[CH:45][N:46]([CH3:47])[CH3:48]>>[O:1]=[C:2]1[CH:3]2[N:4]([c:5]3[c:6]([cH:8][c:9]([CH2:12][N:13]4[CH2:14][CH2:15][N:16]([c:19]5[n:20][cH:21][c:22]([C:23](=[O:24])[NH:34][CH:31]6[CH2:32][CH2:33]6)[cH:26][cH:27]5)[CH2:17][CH2:18]4)[cH:10][n:11]3)[NH:7]1)[CH2:28][CH2:29][CH2:30]2. Starting materials: NC1CC1, CCN(C(C)C)C(C)C, O=C(O)c1ccc(N2CCN(Cc3cnc4c(c3)NC(=O)C3CCCN43)CC2)nc1, CN(C)C=O. The product is O=C(NC1CC1)c1ccc(N2CCN(Cc3cnc4c(c3)NC(=O)C3CCCN43)CC2)nc1. Reactants: COC(=O)C=1N(S(C2=C(C1O)C=CC1=CC=CC=C12)(=O)=O)C (4-hydroxy-2-methyl-2H-naphtho[2,1-e]-1,2-thiazine-3-carboxylic acid methylester-1,1-dioxide), NC1=NC=CN=C1 (aminopyrazine), NC1=NC=CN=C1 (aminopyrazine). Run in C=1(C(=CC=CC1)C)C (xylene). Reaction conditions: time 8 hour. The product is OC1=C(N(S(C2=C1C=CC1=CC=CC=C12)(=O)=O)C)C(=O)NC1=NC=CN=C1 (4-hydroxy-2-methyl-N-pyrazinyl-2H-naphtho[2,1-e]-1,2-thiazine-3-carboxamide-1,1dioxide). The yield is 52.3%. As a reaction SMILES: CO[C:3]([C:5]1[N:6]([CH3:22])[S:7](=[O:21])(=[O:20])[C:8]2[C:19]3[C:14](=[CH:15][CH:16]=[CH:17][CH:18]=3)[CH:13]=[CH:12][C:9]=2[C:10]=1[OH:11])=[O:4].[NH2:23][C:24]1[CH:29]=[N:28][CH:27]=[CH:26][N:25]=1>C1(C)C(C)=CC=CC=1>[OH:11][C:10]1[C:9]2[CH:12]=[CH:13][C:14]3[C:19]([C:8]=2[S:7](=[O:20])(=[O:21])[N:6]([CH3:22])[C:5]=1[C:3]([NH:23][C:24]1[CH:29]=[N:28][CH:27]=[CH:26][N:25]=1)=[O:4])=[CH:18][CH:17]=[CH:16][CH:15]=3. Reported procedure: A mixture consisting of 4.8 gm (0.015 mol) of 4-hydroxy-2-methyl-2H-naphtho[2,1-e]-1,2-thiazine-3-carboxylic acid methylester-1,1-dioxide, 2.1 gm (0.022 mol) of aminopyrazine and 200 ml of dry xylene was refluxed for 8 hours in a Soxhlet apparatus equipped with 4-A-molecular sieve. Then, another 0.5 gm of aminopyrazine was added, the mixture was refluxed for 8 hours more, and then allowed to cool and stand overnight. The precipitate formed thereby was suctionfiltered off, and thefiltrate was eva... Reactants: ClC1=C(C=CC=C1)CCNC(C)=O (N-[2-(2-chloro-phenyl)-ethyl]-acetamide), O=P12OP3(=O)OP(=O)(O1)OP(=O)(O2)O3 (phosphorus pentoxide). Product: ClC1=C2CCN=C(C2=CC=C1)C (5-Chloro-1-methyl-3,4-dihydro-isoquinoline). RXN SMILES: [Cl:1][C:2]1[CH:7]=[CH:6][CH:5]=[CH:4][C:3]=1[CH2:8][CH2:9][NH:10][C:11](=O)[CH3:12].O=P12OP3(OP(OP(O3)(O1)=O)(=O)O2)=O>>[Cl:1][C:2]1[CH:7]=[CH:6][CH:5]=[C:4]2[C:3]=1[CH2:8][CH2:9][N:10]=[C:11]2[CH3:12]. Reported procedure: In close analogy to the procedure described above, N-[2-(2-chloro-phenyl)-ethyl]-acetamide is reacted with phosphorus pentoxide to provide the title compound.